This data is from the Open Reaction Database (ORD), a public repository of structured organic reaction records. The task is: describe an organic reaction: reactants, conditions, products, and yield The reactants are BrC1=CC=CC(=N1)C(=O)OC (methyl 6-bromopicolinate), C(CCC)[Sn](C=1SC=CN1)(CCCC)CCCC (2-(tributylstannyl)thiazole), O (water), CCOC(=O)C (AcOEt). Reagents/catalysts: Cl[Pd]([P](C1=CC=CC=C1)(C2=CC=CC=C2)C3=CC=CC=C3)([P](C4=CC=CC=C4)(C5=CC=CC=C5)C6=CC=CC=C6)Cl (PdCl2(PPh3)2). The solvent is C1CCOC1 (THF). Conditions: temperature 75 celsius. The product is S1C(=NC=C1)C1=CC=CC(=N1)C(=O)OC (methyl 6-(thiazol-2-yl)picolinate). Reaction SMILES: Br[C:2]1[N:7]=[C:6]([C:8]([O:10][CH3:11])=[O:9])[CH:5]=[CH:4][CH:3]=1.C([Sn](CCCC)(CCCC)[C:17]1[S:18][CH:19]=[CH:20][N:21]=1)CCC.O.CCOC(C)=O>C1COCC1.Cl[Pd](Cl)([P](C1C=CC=CC=1)(C1C=CC=CC=1)C1C=CC=CC=1)[P](C1C=CC=CC=1)(C1C=CC=CC=1)C1C=CC=CC=1>[S:18]1[CH:19]=[CH:20][N:21]=[C:17]1[C:2]1[N:7]=[C:6]([C:8]([O:10][CH3:11])=[O:9])[CH:5]=[CH:4][CH:3]=1 |^1:44,63|. Procedure details: A mixture of commercially available methyl 6-bromopicolinate (300 mg; 1.38 mmol), 2-(tributylstannyl)thiazole (623 mg; 1.66 mmol), and PdCl2(PPh3)2 (97 mg; 0.13 mmol) in anh. THF (8 ml) was heated to 75° C., under nitrogen, for 18 h. After cooling to rt, water and AcOEt were added. The separated aq. layer was further extracted with AcOEt. The mixed organic layers were washed with brine, dried over anh. MgSO4, filtered, and concentrated to dryness under reduced pressure. Purification by FC (hepta... Starting materials: CS(=O)(=O)O (Methanesulfonic acid), CC1=C(C=NN1C1=NC=C(C=C1)C(F)(F)F)C(=O)NC=1C=NC(=CC1)C1=CCC(CC1)N1CCOCC1 (5-methyl-N-{6-[4-(morpholin-4-yl)cyclohex-1-en-1-yl]pyridin-3-yl}-1-[5-(trifluoromethyl)pyridin-2-yl]-1H-pyrazole-4-carboxamide). Solvent: C(Cl)(Cl)Cl (chloroform), CO (methanol). Run at time 12 hour. Product: S(C)(=O)(=O)O.CC1=C(C=NN1C1=NC=C(C=C1)C(F)(F)F)C(=O)NC=1C=NC(=CC1)C1=CCC(CC1)N1CCOCC1 (5-Methyl-N-{6-[4-(morpholin-4-yl)cyclohex-1-en-1-yl]pyridin-3-yl}-1-[5-(trifluoromethyl)-pyridin-2-yl]-1H-pyrazole-4-carboxamide mesylate). As a reaction SMILES: [CH3:1][S:2]([OH:5])(=[O:4])=[O:3].[CH3:6][C:7]1[N:11]([C:12]2[CH:17]=[CH:16][C:15]([C:18]([F:21])([F:20])[F:19])=[CH:14][N:13]=2)[N:10]=[CH:9][C:8]=1[C:22]([NH:24][C:25]1[CH:26]=[N:27][C:28]([C:31]2[CH2:36][CH2:35][CH:34]([N:37]3[CH2:42][CH2:41][O:40][CH2:39][CH2:38]3)[CH2:33][CH:32]=2)=[CH:29][CH:30]=1)=[O:23]>C(Cl)(Cl)Cl.CO>[S:2]([OH:5])(=[O:4])(=[O:3])[CH3:1].[CH3:6][C:7]1[N:11]([C:12]2[CH:17]=[CH:16][C:15]([C:18]([F:20])([F:21])[F:19])=[CH:14][N:13]=2)[N:10]=[CH:9][C:8]=1[C:22]([NH:24][C:25]1[CH:26]=[N:27][C:28]([C:31]2[CH2:36][CH2:35][CH:34]([N:37]3[CH2:38][CH2:39][O:40][CH2:41][CH2:42]3)[CH2:33][CH:32]=2)=[CH:29][CH:30]=1)=[O:23] |f:4.5|. Procedure details: Methanesulfonic acid (35 μl) was added at room temperature to a solution of 5-methyl-N-{6-[4-(morpholin-4-yl)cyclohex-1-en-1-yl]pyridin-3-yl}-1-[5-(trifluoromethyl)pyridin-2-yl]-1H-pyrazole-4-carboxamide (245 mg) in chloroform (9.0 ml) and methanol (1.0 ml), and stirred at the same temperature for 12 hours. After the reaction, the solvent was evaporated, ethyl acetate was added to the resulting residue and the precipitated solid was filtered to give the titled compound (265 mg) as a white solid.